From a dataset of the Open Reaction Database (ORD), a public repository of structured organic reaction records. describe an organic reaction: reactants, conditions, products, and yield Reactants: C1(=C(C=CC=C1)N)N (1,2-phenylenediamine), C(CCl)Cl (EDC), C(C1=CC=CC=C1)N1C(C(=CCC1)CCC(=O)O)=O (3-(1-benzyl-2-oxo-1,2,5,6-tetrahydro-pyridin-3-yl)-propionic acid). Reagents/catalysts: CN(C)C=1C=CN=CC1 (DMAP). Run in C(Cl)Cl (methylene chloride), C(C)(=O)OCC (ethyl acetate). Run at time 13 hour. The product is NC1=C(C=CC=C1)NC(CCC=1C(N(CCC1)CC1=CC=CC=C1)=O)=O (N-(2-amino-phenyl)-3-(1-benzyl-2-oxo-1,2,5,6-tetrahydro-pyridin-3-yl)-propionamide). Isolated yield 91.0%. RXN SMILES: [C:1]1([NH2:8])[CH:6]=[CH:5][CH:4]=[CH:3][C:2]=1[NH2:7].C(Cl)CCl.[CH2:13]([N:20]1[CH2:25][CH2:24][CH:23]=[C:22]([CH2:26][CH2:27][C:28](O)=[O:29])[C:21]1=[O:31])[C:14]1[CH:19]=[CH:18][CH:17]=[CH:16][CH:15]=1>CN(C1C=CN=CC=1)C.C(Cl)Cl.C(OCC)(=O)C>[NH2:7][C:2]1[CH:3]=[CH:4][CH:5]=[CH:6][C:1]=1[NH:8][C:28](=[O:29])[CH2:27][CH2:26][C:22]1[C:21](=[O:31])[N:20]([CH2:13][C:14]2[CH:15]=[CH:16][CH:17]=[CH:18][CH:19]=2)[CH2:25][CH2:24][CH:23]=1. Reported procedure: 40 mg of 1,2-phenylenediamine (0.37 M), 77 mg of EDC (0.4 M) and 1 mg of DMAP (3 M %) were added to reaction solution dissolving 3-(1-benzyl-2-oxo-1,2,5,6-tetrahydro-pyridin-3-yl)-propionic acid prepared by above Example 8 in 1 ml of methylene chloride under Argon atmosphere. After the mixture was stirred for 13 hrs at room temperature, the resulting mixture was diluted with ethyl acetate and washed with 10% NaOH solution (10 ml). Then the residue was extracted with 50 ml of chloroform, dried ov... Starting materials: C1CNCCN1, CCO, CS(=O)(=O)OCCc1cccc(N2C(=O)N(c3ccc(Cl)cc3Cl)Cc3cnc(Nc4ccccc4)nc32)c1. The product is O=C1N(c2ccc(Cl)cc2Cl)Cc2cnc(Nc3ccccc3)nc2N1c1cccc(CCN2CCNCC2)c1. Reaction SMILES: [CH2:40]1[CH2:41][NH:42][CH2:43][CH2:44][NH:45]1.[CH3:46][CH2:47][OH:48].[NH:1]([c:2]1[cH:3][cH:4][cH:5][cH:6][cH:7]1)[c:8]1[n:9][cH:10][c:11]2[c:12]([n:13]1)[N:14]([c:27]1[cH:28][c:29]([CH2:33][CH2:34][O:35][S:36]([CH3:37])(=[O:38])=[O:39])[cH:30][cH:31][cH:32]1)[C:15](=[O:26])[N:16]([c:18]1[c:19]([Cl:25])[cH:20][c:21]([Cl:24])[cH:22][cH:23]1)[CH2:17]2>>[NH:1]([c:2]1[cH:3][cH:4][cH:5][cH:6][cH:7]1)[c:8]1[n:9][cH:10][c:11]2[c:12]([n:13]1)[N:14]([c:27]1[cH:28][c:29]([CH2:33][CH2:34][N:42]3[CH2:41][CH2:40][NH:45][CH2:44][CH2:43]3)[cH:30][cH:31][cH:32]1)[C:15](=[O:26])[N:16]([c:18]1[c:19]([Cl:25])[cH:20][c:21]([Cl:24])[cH:22][cH:23]1)[CH2:17]2. Starting materials: N1[C@H](C(=O)O)CCC1 (L-proline), O=C1C(O)=C(O)[C@H](O1)[C@@H](O)CO (L-ascorbic acid), mM2-ketoglutaricacid, ferrous sulfate. Conditions: temperature 100 celsius, time 10 minute. The product is O[C@H]1[C@H](NCC1)C(=O)O (cis-3-hydroxy-L-proline). Reaction SMILES: [NH:1]1[CH2:8][CH2:7][CH2:6][C@H:2]1[C:3]([OH:5])=[O:4].[O:9]=C1O[C@H]([C@H](CO)O)C(O)=C1O>>[OH:9][C@@H:6]1[CH2:7][CH2:8][NH:1][C@@H:2]1[C:3]([OH:5])=[O:4]. Procedure: The reaction mixture was composed of 100 mM TES buffer (pH 7.0), 5 mM L-proline, 5 mM2-ketoglutaricacid, 1 mM ferrous sulfate, 5 mM L-ascorbic acid and a predetermined amount of the pure enzyme, the total volume being 100 μl. The reaction was initiated by addition of the enzyme and continued for 10 minutes at 35° C. The reaction was stopped by heating the reaction mixture at 100° C. for 2 minutes. The amount of cis-3-hydroxy-L-proline formed in the reaction mixture was determined by the pre-colu... The reactants are O=C([O-])[O-], Cc1nn(-c2ccccn2)c2[nH]c3ccccc3c(=S)c12, CN(C)C=O, CCCI, [K+], [K+]. Yields the product CCCSc1c2ccccc2nc2c1c(C)nn2-c1ccccn1. Reaction SMILES: [C:26](=[O:27])([O-:28])[O-:29].[CH3:1][c:2]1[n:3][n:4](-[c:16]2[n:17][cH:18][cH:19][cH:20][cH:21]2)[c:5]2[nH:6][c:7]3[cH:8][cH:9][cH:10][cH:11][c:12]3[c:13](=[S:15])[c:14]12.[CH3:32][N:33]([CH3:34])[CH:35]=[O:36].[I:22][CH2:23][CH2:24][CH3:25].[K+:30].[K+:31]>>[CH3:1][c:2]1[n:3][n:4](-[c:16]2[n:17][cH:18][cH:19][cH:20][cH:21]2)[c:5]2[n:6][c:7]3[cH:8][cH:9][cH:10][cH:11][c:12]3[c:13]([S:15][CH2:23][CH2:24][CH3:25])[c:14]12.